The task is: describe an organic reaction: reactants, conditions, products, and yield. This data is from the Open Reaction Database (ORD), a public repository of structured organic reaction records. As a reaction SMILES: [CH2:1]([CH3:2])[O:3][C:4]([CH2:5][O:6][c:7]1[c:8]([Br:34])[c:9]2[cH:10][cH:11][c:12](-[c:17]3[cH:18][c:19]4[c:20]([s:21]3)[cH:22][c:23]([C:26]([CH2:27][CH2:28][C:29]([CH3:30])([CH3:31])[CH3:32])=[O:33])[cH:24][cH:25]4)[cH:13][c:14]2[cH:15][cH:16]1)=[O:35].[CH2:39]1[O:40][CH2:41][CH2:42][CH2:43]1.[ClH:38].[K+:37].[OH-:36].[OH2:44]>>[O:3]=[C:4]([CH2:5][O:6][c:7]1[c:8]([Br:34])[c:9]2[cH:10][cH:11][c:12](-[c:17]3[cH:18][c:19]4[c:20]([s:21]3)[cH:22][c:23]([C:26]([CH2:27][CH2:28][C:29]([CH3:30])([CH3:31])[CH3:32])=[O:33])[cH:24][cH:25]4)[cH:13][c:14]2[cH:15][cH:16]1)[OH:35]. Starting materials: CCOC(=O)COc1ccc2cc(-c3cc4ccc(C(=O)CCC(C)(C)C)cc4s3)ccc2c1Br, C1CCOC1, Cl, [K+], [OH-], O. Yields the product CC(C)(C)CCC(=O)c1ccc2cc(-c3ccc4c(Br)c(OCC(=O)O)ccc4c3)sc2c1. The reactants are [Al+3], ClCCl, COC(=O)c1ccc2c(C)c[nH]c2c1, [Cl-], [Cl-], [Cl-], O=C(Cl)c1ccc(Cl)cc1Cl, O. Product: COC(=O)c1ccc2c(C)c(C(=O)c3ccc(Cl)cc3Cl)[nH]c2c1. As a reaction SMILES: [Al+3:2].[CH2:31]([Cl:32])[Cl:33].[CH3:16][O:17][C:18](=[O:19])[c:20]1[cH:21][cH:22][c:23]2[c:24]([CH3:29])[cH:25][nH:26][c:27]2[cH:28]1.[Cl-:1].[Cl-:3].[Cl-:4].[Cl:5][c:6]1[c:7]([C:8](=[O:9])[Cl:10])[cH:11][cH:12][c:13]([Cl:15])[cH:14]1.[OH2:30]>>[Cl:5][c:6]1[c:7]([C:8](=[O:9])[c:25]2[c:24]([CH3:29])[c:23]3[cH:22][cH:21][c:20]([C:18]([O:17][CH3:16])=[O:19])[cH:28][c:27]3[nH:26]2)[cH:11][cH:12][c:13]([Cl:15])[cH:14]1. Reactants: COC(C1=CN=C(C=C1)OCC=1C(=NOC1C(F)(F)F)C1=CC=CC=C1)=O (6-(3-phenyl-5-trifluoromethyl-isoxazol-4-ylmethoxy)-nicotinic acid methyl ester), O (water), C[Al](C)C (trimethylaluminium), C(C)(C)N (isopropylamine). Solvent: O1CCOCC1 (dioxane), O1CCOCC1 (dioxane). Reaction conditions: time 1 hour. Yields the product C(C)(C)NC(C1=CN=C(C=C1)OCC=1C(=NOC1C(F)(F)F)C1=CC=CC=C1)=O (N-Isopropyl-6-(3-phenyl-5-trifluoromethyl-isoxazol-4-ylmethoxy)-nicotinamide). Isolated yield 96.8%. RXN SMILES: C[Al](C)C.[CH:5]([NH2:8])([CH3:7])[CH3:6].C[O:10][C:11](=O)[C:12]1[CH:17]=[CH:16][C:15]([O:18][CH2:19][C:20]2[C:21]([C:29]3[CH:34]=[CH:33][CH:32]=[CH:31][CH:30]=3)=[N:22][O:23][C:24]=2[C:25]([F:28])([F:27])[F:26])=[N:14][CH:13]=1.O>O1CCOCC1>[CH:5]([NH:8][C:11](=[O:10])[C:12]1[CH:17]=[CH:16][C:15]([O:18][CH2:19][C:20]2[C:21]([C:29]3[CH:34]=[CH:33][CH:32]=[CH:31][CH:30]=3)=[N:22][O:23][C:24]=2[C:25]([F:28])([F:27])[F:26])=[N:14][CH:13]=1)([CH3:7])[CH3:6]. Reported procedure: A solution of trimethylaluminium (2 M in toluene, 529 μL, 1.1 mmol) was added dropwise (exothermic) to a solution of isopropylamine (63 mg, 91 μL, 1.1 mmol) in dioxane (7 mL) and the resulting mixture was stirred at room temperature for 1 h. Then a solution of 6-(3-phenyl-5-trifluoromethyl-isoxazol-4-ylmethoxy)-nicotinic acid methyl ester (100 mg, 0.26 mmol) in dioxane (4 mL) was added. The resulting mixture was then heated at 85-95° C. for 5 h and then cooled to room temperature and then poured...